Task: describe an organic reaction: reactants, conditions, products, and yield. Dataset: the Open Reaction Database (ORD), a public repository of structured organic reaction records The reactants are [BH4-], CO, ClCCl, COc1ccc2ncc(F)c(CCN3CC(=NO)C(CN)C3)c2n1, [Na+], [Na+], O=C([O-])O, O=Cc1cc2c(cn1)OCCO2. The product is COc1ccc2ncc(F)c(CCN3CC(=NO)C(CNCc4cc5c(cn4)OCCO5)C3)c2n1. As a reaction SMILES: [BH4-:42].[CH3:47][OH:48].[Cl:44][CH2:45][Cl:46].[NH2:1][CH2:2][CH:3]1[C:4](=[N:23][OH:24])[CH2:5][N:6]([CH2:8][CH2:9][c:10]2[c:11]([F:22])[cH:12][n:13][c:14]3[cH:15][cH:16][c:17]([O:20][CH3:21])[n:18][c:19]23)[CH2:7]1.[Na+:41].[Na+:43].[O-:37][C:38]([OH:39])=[O:40].[O:25]1[CH2:26][CH2:27][O:28][c:29]2[cH:30][n:31][c:32]([CH:35]=[O:36])[cH:33][c:34]21>>[NH:1]([CH2:2][CH:3]1[C:4](=[N:23][OH:24])[CH2:5][N:6]([CH2:8][CH2:9][c:10]2[c:11]([F:22])[cH:12][n:13][c:14]3[cH:15][cH:16][c:17]([O:20][CH3:21])[n:18][c:19]23)[CH2:7]1)[CH2:35][c:32]1[n:31][cH:30][c:29]2[c:34]([cH:33]1)[O:25][CH2:26][CH2:27][O:28]2. Procedure details: A mixture of iodomethane (0.7 mL, 11 mmoles), 5-[[3,5-bis(1,1-dimethylethyl)-4-hydroxyphenyl]methylene]-1-methyl-2-thioxo-4-imidazolidinone (2.5 g, 7 mmoles) and diisopropylethylamine (1.5 mL, 8.5 mmoles) in 25 mL of ethanol with enough tetrahydrofuran added to effect solution is stirred overnight under N2 at room temperature, then stirred into 250 mL of ice water. The precipitate is filtered off, rinsed with water, dried, and recrystallized from ethyl acetate to afford the product (1.6 g) 5-[[3... Reaction SMILES: IC.[CH3:3][C:4]([C:7]1[CH:8]=[C:9]([CH:18]=[C:19]2[N:23]([CH3:24])[C:22](=[S:25])[NH:21][C:20]2=[O:26])[CH:10]=[C:11]([C:14]([CH3:17])([CH3:16])[CH3:15])[C:12]=1[OH:13])([CH3:6])[CH3:5].[CH:27](N(C(C)C)CC)(C)C.O1CCCC1>C(O)C>[CH3:6][C:4]([C:7]1[CH:8]=[C:9]([CH:18]=[C:19]2[N:23]([CH3:24])[C:22]([S:25][CH3:27])=[N:21][C:20]2=[O:26])[CH:10]=[C:11]([C:14]([CH3:15])([CH3:16])[CH3:17])[C:12]=1[OH:13])([CH3:3])[CH3:5]. Yields the product CC(C)(C)C=1C=C(C=C(C1O)C(C)(C)C)C=C1C(N=C(N1C)SC)=O (5-[[3,5-Bis(1,1-dimethylethyl)-4-hydroxyphenyl]methylene]-1,5-dihydro-1-methyl-2-(methylthio)-4H-imidazol-4-one). Reaction conditions: time 8 hour. The yield is 63.4%. Solvent: C(C)O (ethanol). Reactants: ice water, IC (iodomethane), CC(C)(C)C=1C=C(C=C(C1O)C(C)(C)C)C=C1C(NC(N1C)=S)=O (5-[[3,5-bis(1,1-dimethylethyl)-4-hydroxyphenyl]methylene]-1-methyl-2-thioxo-4-imidazolidinone), C(C)(C)N(CC)C(C)C (diisopropylethylamine), O1CCCC1 (tetrahydrofuran). As a reaction SMILES: [CH2:1]([O:8][C:9]([N:11]1[CH2:18][CH:17]2[CH:13]([CH2:14][CH2:15][C:16]2=O)[CH:12]1[C:20]([O:22][CH2:23][CH3:24])=[O:21])=[O:10])[C:2]1[CH:7]=[CH:6][CH:5]=[CH:4][CH:3]=1.[N+](C1C=CC=CC=1[Se]C#N)([O-])=[O:26].C(P(CCCC)CCCC)CCC.OO.Cl>O1CCCC1.N1C=CC=CC=1>[CH2:1]([O:8][C:9]([N:11]1[CH2:18][CH:17]2[CH:13]([CH:14]([OH:26])[CH:15]=[CH:16]2)[CH:12]1[C:20]([O:22][CH2:23][CH3:24])=[O:21])=[O:10])[C:2]1[CH:7]=[CH:6][CH:5]=[CH:4][CH:3]=1. The reactants are Cl (hydrochloric acid), C(C1=CC=CC=C1)OC(=O)N1C(C2CCC(C2C1)=O)C(=O)OCC ((1SR,2SR,5RS)-Ethyl N-Benzyloxycarbonyl-3-azabicyclo[3.3.0]octan-6-one-2-carboxylate), OO (hydrogen peroxide), [N+](=O)([O-])C1=C(C=CC=C1)[Se]C#N (2-nitrophenyl selenocyanate), C(CCC)P(CCCC)CCCC (tributylphosphine). Procedure: A solution of the compound prepared as described in Example 3 (6.89 g) and 2-nitrophenyl selenocyanate (4.72 g) in tetrahydrofuran (100 ml)was cooled to about -20° C. under a nitrogen atmosphere. The cooled solution was treated with tributylphosphine (5.2 ml)in one portion. After one hour, the reaction solution was treated with pyridine (100 ml) and the resulting mixture allowed to warm to room temperature. The reaction was then treated with 30% hydrogen peroxide (35 ml). After an additional two... Run in N1=CC=CC=C1 (pyridine), O1CCCC1 (tetrahydrofuran). The yield is 72.2%. Conditions: temperature -20 celsius, time 1 hour. Product: C(C1=CC=CC=C1)OC(=O)N1C(C2C(C=CC2C1)O)C(=O)OCC ((1SR,2SR,5RS,8SR)-Ethyl N-Benzyloxycarbonyl-3-azabicyclo[3.3.0]oct-6-ene-8-ol-2-carboxylate).